Dataset: the Open Reaction Database (ORD), a public repository of structured organic reaction records. Task: describe an organic reaction: reactants, conditions, products, and yield Starting materials: N1C=CC2=C1N=CC=C2C=O (1H-pyrrolo[2,3-b]pyridine-4-carbaldehyde), [H-].[Na+] (sodium hydride), [Cl-].[NH4+] (ammonium chloride), IC (iodomethane). The solvent is CN(C)C=O (DMF), O (water). Run at time 5 minute. Product: CN1C=CC2=C1N=CC=C2C=O (1-methyl-1H-pyrrolo[2,3-b]pyridine-4-carbaldehyde). Reaction SMILES: [NH:1]1[C:5]2[N:6]=[CH:7][CH:8]=[C:9]([CH:10]=[O:11])[C:4]=2[CH:3]=[CH:2]1.[H-].[Na+].I[CH3:15].[Cl-].[NH4+]>CN(C=O)C.O>[CH3:15][N:1]1[C:5]2[N:6]=[CH:7][CH:8]=[C:9]([CH:10]=[O:11])[C:4]=2[CH:3]=[CH:2]1 |f:1.2,4.5|. Reported procedure: To a solution of 1H-pyrrolo[2,3-b]pyridine-4-carbaldehyde (0.252 g, 1.72 mmol) in 1 mL of DMF under an atmosphere of nitrogen was added sodium hydride (45.5 mg, 1.90 mmol). After 5 min, iodomethane (0.13 mL, 2.1 mmol) was added. After 30 min, the reaction was treated with saturated aqueous ammonium chloride, diluted with water, and extracted 2× with dichloromethane. The combined organic solution was washed 3× with water, dried over sodium sulfate, filtered, and concentrated in vacuo. The residue...